Dataset: the Open Reaction Database (ORD), a public repository of structured organic reaction records. Task: describe an organic reaction: reactants, conditions, products, and yield Starting materials: CC(C)(C)C1CCC(=O)CC1, C1CCOC1, C[Si](C)(C)[N-][Si](C)(C)C, [Na+], O=S(=O)(Nc1ccccc1)C(F)(F)F. Yields the product CC(C)(C)C1CC=C(OS(=O)(=O)C(F)(F)F)CC1. RXN SMILES: [C:1]([CH3:2])([CH3:3])([CH3:4])[CH:5]1[CH2:6][CH2:7][C:8](=[O:11])[CH2:9][CH2:10]1.[CH2:36]1[O:37][CH2:38][CH2:39][CH2:40]1.[CH3:27][Si:28]([N-:29][Si:30]([CH3:31])([CH3:32])[CH3:33])([CH3:34])[CH3:35].[Na+:26].[c:12]1([NH:13][S:19](=[O:20])(=[O:21])[C:22]([F:23])([F:24])[F:25])[cH:14][cH:15][cH:16][cH:17][cH:18]1>>[C:1]([CH3:2])([CH3:3])([CH3:4])[CH:5]1[CH2:6][CH2:7][C:8]([O:11][S:19](=[O:20])(=[O:21])[C:22]([F:23])([F:24])[F:25])=[CH:9][CH2:10]1.